Dataset: the Open Reaction Database (ORD), a public repository of structured organic reaction records. Task: describe an organic reaction: reactants, conditions, products, and yield Reactants: CN(C(C1=CC(=C(C(=C1)OC)OC)OC)=O)CC(CCS(=O)(=O)C)C1=CC(=CC=C1)C(F)(F)F (N-methyl-N-(2-(3-trifluoromethylphenyl)-4-methanesulfonylbutyl)-3,4,5-trimethoxybenzamide), I.N1=C(C=CC=C1)CN1C(=NC2=C1C=CC=C2)C(=O)C2CCNCC2 (4-(1-(pyrid-2-ylmethyl)-1H-benzimidazole-2-carbonyl)piperidine hydriodic acid salt). The product is CN(C(C1=CC(=C(C(=C1)OC)OC)OC)=O)CC(CCN1CCC(CC1)C(=O)C1=NC2=C(N1CC1=NC=CC=C1)C=CC=C2)C2=CC(=CC=C2)C(F)(F)F (N-Methyl-N-(4-(4-(1-(pyrid-2-ylmethyl)-1H-benzimidazole-2-carbonyl)piperidin-1-yl)-2-(3-trifluoromethylphenyl)butyl)-3,4,5-trimethoxybenzamide). As a reaction SMILES: [CH3:1][N:2]([CH2:17][CH:18]([C:25]1[CH:30]=[CH:29][CH:28]=[C:27]([C:31]([F:34])([F:33])[F:32])[CH:26]=1)[CH2:19][CH2:20]S(C)(=O)=O)[C:3](=[O:16])[C:4]1[CH:9]=[C:8]([O:10][CH3:11])[C:7]([O:12][CH3:13])=[C:6]([O:14][CH3:15])[CH:5]=1.I.[N:36]1[CH:41]=[CH:40][CH:39]=[CH:38][C:37]=1[CH2:42][N:43]1[C:47]2[CH:48]=[CH:49][CH:50]=[CH:51][C:46]=2[N:45]=[C:44]1[C:52]([CH:54]1[CH2:59][CH2:58][NH:57][CH2:56][CH2:55]1)=[O:53]>>[CH3:1][N:2]([CH2:17][CH:18]([C:25]1[CH:30]=[CH:29][CH:28]=[C:27]([C:31]([F:34])([F:33])[F:32])[CH:26]=1)[CH2:19][CH2:20][N:57]1[CH2:58][CH2:59][CH:54]([C:52]([C:44]2[N:43]([CH2:42][C:37]3[CH:38]=[CH:39][CH:40]=[CH:41][N:36]=3)[C:47]3[CH:48]=[CH:49][CH:50]=[CH:51][C:46]=3[N:45]=2)=[O:53])[CH2:55][CH2:56]1)[C:3](=[O:16])[C:4]1[CH:9]=[C:8]([O:10][CH3:11])[C:7]([O:12][CH3:13])=[C:6]([O:14][CH3:15])[CH:5]=1 |f:1.2|. Procedure details: Prepare by the method of Example 1.7 using N-methyl-N-(2-(3-trifluoromethylphenyl)-4-methanesulfonylbutyl)-3,4,5-trimethoxybenzamide and 4-(1-(pyrid-2-ylmethyl)-1H-benzimidazole-2-carbonyl)piperidine hydriodic acid salt to give the title compound. Reactants: N1=C(N=CC=C1)N1CCN(CC1)CCCO (3-[1-(2-pyrimidyl)-4-piperazinyl]propanol), C1C2CC3(CC(CC13)C2)C(=O)O (hexahydro-2,5-methanopentalene-3a[1H]-carboxylic acid), C(=O)=O (CO2), C(=O)(N1C=NC=C1)N1C=NC=C1 (carbonyldiimidazole). Run in C(Cl)(Cl)Cl (chloroform), C(Cl)(Cl)Cl (chloroform), C(Cl)(Cl)Cl (chloroform). Conditions: time 2 day. Yields the product N1=C(N=CC=C1)N1CCN(CC1)CCCOC(=O)C12CC3CC2CC(C1)C3 (Hexahydro-2,5-methanopentalene-3a[1H]-carboxylic acid 3-[4-(2-pyrimidyl)-1-piperazinyl]propyl ester). Reported procedure: To stirred solution of hexahydro-2,5-methanopentalene-3a[1H]-carboxylic acid (0.6 g, 3.6×10-3 mol) in 25 ml of chloroform under a dry nitrogen atmosphere was added carbonyldiimidazole (0.58 g, 3.6×10-3 mol). The resulting solution was stirred at ambient temperature for three hours, during which time a gas (CO2) was evolved. A solution of 3-[1-(2-pyrimidyl)-4-piperazinyl]propanol (0.80 g, 3.6×10-3 mol) in 25 ml of chloroform was then added, and the resulting reaction mixture was stirred under nit... Reaction SMILES: [CH2:1]1[CH:8]2[C:4]3([C:10]([OH:12])=[O:11])[CH2:5][CH:6]([CH2:9][CH:2]1[CH2:3]3)[CH2:7]2.C(N1C=CN=C1)(N1C=CN=C1)=O.C(=O)=O.[N:28]1[CH:33]=[CH:32][CH:31]=[N:30][C:29]=1[N:34]1[CH2:39][CH2:38][N:37]([CH2:40][CH2:41][CH2:42]O)[CH2:36][CH2:35]1>C(Cl)(Cl)Cl>[N:28]1[CH:33]=[CH:32][CH:31]=[N:30][C:29]=1[N:34]1[CH2:39][CH2:38][N:37]([CH2:40][CH2:41][CH2:42][O:11][C:10]([C:4]23[CH2:5][CH:6]4[CH2:9][CH:2]([CH2:1][CH:8]2[CH2:7]4)[CH2:3]3)=[O:12])[CH2:36][CH2:35]1.